This data is from the Open Reaction Database (ORD), a public repository of structured organic reaction records. The task is: describe an organic reaction: reactants, conditions, products, and yield Reagents/catalysts: [Ni] (Raney nickel). Yield: 72.2%. The reactants are C(CCC)OC=1C=C2C(CC(OC2=CC1)(C)C)=NO (6-butoxy-2,2-dimethylchroman-4-one oxime). Procedure details: A solution of 30 g of 6-butoxy-2,2-dimethylchroman-4-one oxime in 500 ml of methanol, 500 ml of THF and 30 ml of ammonia solution was hydrogenated in a shaking duck for 8 h in the presence of Raney nickel. After filtering off the catalyst and concentrating in vacuo, 20.5 g of 4-amino-6-butoxy-2,2-dimethylchroman were obtained. Run in CO (methanol), C1CCOC1 (THF), N (ammonia). Yields the product NC1CC(OC2=CC=C(C=C12)OCCCC)(C)C (4-amino-6-butoxy-2,2-dimethylchroman). Reaction SMILES: [CH2:1]([O:5][C:6]1[CH:7]=[C:8]2[C:13](=[CH:14][CH:15]=1)[O:12][C:11]([CH3:17])([CH3:16])[CH2:10][C:9]2=[N:18]O)[CH2:2][CH2:3][CH3:4]>CO.C1COCC1.N.[Ni]>[NH2:18][CH:9]1[C:8]2[C:13](=[CH:14][CH:15]=[C:6]([O:5][CH2:1][CH2:2][CH2:3][CH3:4])[CH:7]=2)[O:12][C:11]([CH3:16])([CH3:17])[CH2:10]1. The reactants are C(C)OC(C(C(=C)C(F)(F)F)C1=CC=C(C=C1)Cl)=O (Ethyl-2-(4-chlorophenyl)-3-(trifluoromethyl)-but-3-enoate), C(C)OC(C(C(C)C(F)(F)F)C1=CC=C(C=C1)Cl)=O (ethyl-2-(4-chlorophenyl)-3-(trifluoromethyl)-butanoate). Product: ClC1=CC=C(C=C1)C(C(=O)O)C(C)C(F)(F)F (2-(4-chlorophenyl)-3-(trifluoromethyl)-butanoic acid). As a reaction SMILES: C([O:3][C:4](=[O:19])[CH:5]([C:12]1[CH:17]=[CH:16][C:15]([Cl:18])=[CH:14][CH:13]=1)[C:6]([C:8]([F:11])([F:10])[F:9])=[CH2:7])C.C(OC(=O)C(C1C=CC(Cl)=CC=1)C(C(F)(F)F)C)C>>[Cl:18][C:15]1[CH:14]=[CH:13][C:12]([CH:5]([CH:6]([C:8]([F:9])([F:10])[F:11])[CH3:7])[C:4]([OH:19])=[O:3])=[CH:17][CH:16]=1. Reported procedure: Similarly, Ethyl-2-(4-chlorophenyl)-3-(trifluoromethyl)-but-3-enoate is hydrogenated to ethyl-2-(4-chlorophenyl)-3-(trifluoromethyl)-butanoate nD 1.4709.